Task: describe an organic reaction: reactants, conditions, products, and yield. Dataset: the Open Reaction Database (ORD), a public repository of structured organic reaction records The reactants are C(C=C)[C@@](CO)(CCC1=C(C=C(C=C1)SC1=C(C=CC(=C1)C(F)(F)F)O)Cl)NC(=O)OC(C)(C)C ((R)-2-allyl-2-t-butoxycarbonylamino-4-[2-chloro-4-(2-hydroxy-5-trifluoromethylphenylthio)phenyl]butan-1-ol), O (water). The solvent is C(C)(=O)OCC (ethyl acetate). Run at time 20 hour. Product: C(C)(C)(C)OC(=O)N[C@](CO)(CCC1=C(C=C(C=C1)SC1=C(C=CC(=C1)C(F)(F)F)OC(=O)OC(C)(C)C)Cl)CCC ((S)-2-t-butoxycarbonylamino-4-[4-(2-t-butoxycarbonyloxy-5-trifluoromethylphenylthio)-2-chlorophenyl]-2-propylbutan-1-ol). RXN SMILES: [CH2:1]([C@:4]([NH:28][C:29]([O:31][C:32]([CH3:35])([CH3:34])[CH3:33])=[O:30])([CH2:7][CH2:8][C:9]1[CH:14]=[CH:13][C:12]([S:15][C:16]2[CH:21]=[C:20]([C:22]([F:25])([F:24])[F:23])[CH:19]=[CH:18][C:17]=2[OH:26])=[CH:11][C:10]=1[Cl:27])[CH2:5][OH:6])[CH:2]=[CH2:3].[OH2:36]>C(OCC)(=O)C>[C:32]([O:31][C:29]([NH:28][C@@:4]([CH2:1][CH2:2][CH3:3])([CH2:7][CH2:8][C:9]1[CH:14]=[CH:13][C:12]([S:15][C:16]2[CH:21]=[C:20]([C:22]([F:25])([F:24])[F:23])[CH:19]=[CH:18][C:17]=2[O:26][C:29]([O:31][C:32]([CH3:35])([CH3:34])[CH3:33])=[O:36])=[CH:11][C:10]=1[Cl:27])[CH2:5][OH:6])=[O:30])([CH3:35])([CH3:34])[CH3:33]. Reported procedure: A palladium on activated carbon/ethylene diamine complex (100 mg) was added to a solution of the compound of Example 33 (473 mg) in ethyl acetate (9 mL) to form a first reaction solution. This first reaction solution was stirred at normal temperature for 20 hours under hydrogen purging. The first reaction solution was filtrated through Celite, and the solvent was removed by distillation. The resultant residue was dissolved in acetonitrile (9 mL). Triethylamine (145 μL) and di-tert-butoxydicarbon... Reactants: COC(=O)c1cc(Br)ccc1NC(=O)COCC(=O)O, O=C([O-])O, C1CCOC1, c1ccc(C(c2ccccc2)N2CCNCC2)cc1, O=C(Cl)C(=O)Cl, [Na+], CN(C)C=O. Product: COC(=O)c1cc(Br)ccc1NC(=O)COCC(=O)N1CCN(C(c2ccccc2)c2ccccc2)CC1. Reaction SMILES: [Br:1][c:2]1[cH:3][c:4]([C:17](=[O:18])[O:19][CH3:20])[c:5]([NH:8][C:9]([CH2:10][O:11][CH2:12][C:13](=[O:14])[OH:15])=[O:16])[cH:6][cH:7]1.[C:51](=[O:52])([O-:53])[OH:54].[CH2:56]1[O:57][CH2:58][CH2:59][CH2:60]1.[CH:32]([c:33]1[cH:34][cH:35][cH:36][cH:37][cH:38]1)([c:39]1[cH:40][cH:41][cH:42][cH:43][cH:44]1)[N:45]1[CH2:46][CH2:47][NH:48][CH2:49][CH2:50]1.[Cl:26][C:27]([C:28]([Cl:29])=[O:30])=[O:31].[Na+:55].[O:21]=[CH:22][N:23]([CH3:24])[CH3:25]>>[Br:1][c:2]1[cH:3][c:4]([C:17](=[O:18])[O:19][CH3:20])[c:5]([NH:8][C:9]([CH2:10][O:11][CH2:12][C:13](=[O:15])[N:48]2[CH2:47][CH2:46][N:45]([CH:32]([c:33]3[cH:34][cH:35][cH:36][cH:37][cH:38]3)[c:39]3[cH:40][cH:41][cH:42][cH:43][cH:44]3)[CH2:50][CH2:49]2)=[O:16])[cH:6][cH:7]1. The reactants are O.N[C@H](CC(N)=O)C(=O)O (D-asparagine hydrate), C(C1=CC=CC=C1)=O (benzaldehyde), [BH4-].[Na+] (sodium borohydride), [BH4-].[Na+] (sodium borohydride). The solvent is [OH-].[Na+] (sodium hydroxide). Reaction conditions: time 20 minute. Yields the product C(C1=CC=CC=C1)N[C@H](CC(N)=O)C(=O)O (N-benzyl-3-carbamoyl-D-alanine). Isolated yield 27.0%. Reaction SMILES: O.[NH2:2][C@@H:3]([C:8]([OH:10])=[O:9])[CH2:4][C:5](=[O:7])[NH2:6].[CH:11](=O)[C:12]1[CH:17]=[CH:16][CH:15]=[CH:14][CH:13]=1.[BH4-].[Na+]>[OH-].[Na+]>[CH2:11]([NH:2][C@@H:3]([C:8]([OH:10])=[O:9])[CH2:4][C:5](=[O:7])[NH2:6])[C:12]1[CH:17]=[CH:16][CH:15]=[CH:14][CH:13]=1 |f:0.1,3.4,5.6|. Reported procedure: 1.5 g (10 mmol) of D-asparagine hydrate in 5 ml of 2N sodium hydroxide solution were treated with 1.01 ml (10 mmol) of benzaldehyde and the reaction mixture was stirred homogeneously at room temperature for 20 minutes. Subsequently, 114 mg (3 mmol) of sodium borohydride were added portionwise, the mixture was stirred at room temperature for 30 minutes, a further 114 mg of sodium borohydride were added and, finally, the mixture was stirred at room temperature for a further 30 minutes. Thereafter,... Starting materials: C=CC#N, CCN(C(C)C)C(C)C, COc1cccc(C(=O)Cl)c1, O=C1CCCCC1, Cl[Pd]Cl. The product is COc1cccc(C=CC#N)c1. RXN SMILES: [CH2:12]=[CH:13][C:14]#[N:15].[CH2:16]([N:17]([CH:18]([CH3:19])[CH3:20])[CH:21]([CH3:22])[CH3:23])[CH3:24].[CH3:1][O:2][c:3]1[cH:4][c:5]([C:6]([Cl:7])=[O:8])[cH:9][cH:10][cH:11]1.[O:28]=[C:29]1[CH2:30][CH2:31][CH2:32][CH2:33][CH2:34]1.[Pd:25]([Cl:26])[Cl:27]>>[CH3:1][O:2][c:3]1[cH:4][c:5]([CH:6]=[CH:13][C:14]#[N:15])[cH:9][cH:10][cH:11]1. Starting materials: CCSCCNC(=O)C1=C(C(=O)Nc2ccc(Cl)cc2F)CCCC1, ClC(Cl)Cl, O=C(OO)c1cccc(Cl)c1. Yields the product CCS(=O)CCNC(=O)C1=C(C(=O)Nc2ccc(Cl)cc2F)CCCC1. Reaction SMILES: [CH2:1]([CH3:2])[S:3][CH2:4][CH2:5][NH:6][C:7]([C:8]1=[C:9]([C:10](=[O:11])[NH:12][c:13]2[c:14]([F:20])[cH:15][c:16]([Cl:19])[cH:17][cH:18]2)[CH2:21][CH2:22][CH2:23][CH2:24]1)=[O:25].[CH:37]([Cl:38])([Cl:39])[Cl:40].[Cl:26][c:27]1[cH:28][cH:29][cH:30][c:31]([C:32]([O:33][OH:35])=[O:34])[cH:36]1>>[CH2:1]([CH3:2])[S:3]([CH2:4][CH2:5][NH:6][C:7]([C:8]1=[C:9]([C:10](=[O:11])[NH:12][c:13]2[c:14]([F:20])[cH:15][c:16]([Cl:19])[cH:17][cH:18]2)[CH2:21][CH2:22][CH2:23][CH2:24]1)=[O:25])=[O:34]. Reactants: C(C)OC(CCCOC1=C(C(=CC=C1)CCCCCCOC=1C=C(C=C(C1)OCC)C1=CC=CC=C1)CCC(=O)OCC)=O (4-[3-[6-(5-ethoxy-biphenyl-3-yloxy)-hexyl]-2-(2-ethoxycarbonyl-ethyl)-phenoxy]-butyric acid ethyl ester), [OH-].[Na+] (sodium hydroxide). Product: C(=O)(O)CCC1=C(OCCCC(=O)O)C=CC=C1CCCCCCOC=1C=C(C=C(C1)OCC)C1=CC=CC=C1 (4-[2-(2-carboxy-ethyl)-3-[6-(5-ethoxy-biphenyl-3-yloxy)-hexyl]-phenoxy]-butyric acid). The yield is 95.7%. Reaction SMILES: C([O:3][C:4](=[O:44])[CH2:5][CH2:6][CH2:7][O:8][C:9]1[CH:14]=[CH:13][CH:12]=[C:11]([CH2:15][CH2:16][CH2:17][CH2:18][CH2:19][CH2:20][O:21][C:22]2[CH:23]=[C:24]([C:31]3[CH:36]=[CH:35][CH:34]=[CH:33][CH:32]=3)[CH:25]=[C:26]([O:28][CH2:29][CH3:30])[CH:27]=2)[C:10]=1[CH2:37][CH2:38][C:39]([O:41]CC)=[O:40])C.[OH-].[Na+]>>[C:39]([CH2:38][CH2:37][C:10]1[C:11]([CH2:15][CH2:16][CH2:17][CH2:18][CH2:19][CH2:20][O:21][C:22]2[CH:23]=[C:24]([C:31]3[CH:32]=[CH:33][CH:34]=[CH:35][CH:36]=3)[CH:25]=[C:26]([O:28][CH2:29][CH3:30])[CH:27]=2)=[CH:12][CH:13]=[CH:14][C:9]=1[O:8][CH2:7][CH2:6][CH2:5][C:4]([OH:44])=[O:3])([OH:41])=[O:40] |f:1.2|. Procedure: A similar procedure as described in Example 43, step 5 was used, starting from 4-[3-[6-(5-ethoxy-biphenyl-3-yloxy)-hexyl]-2-(2-ethoxycarbonyl-ethyl)-phenoxy]-butyric acid ethyl ester (240 mg, 0.4 mmol) and 1.0 N aqueous sodium hydroxide (4 mL) to afford 4-[2-(2-carboxy-ethyl)-3-[6-(5-ethoxy-biphenyl-3-yloxy)-hexyl]-phenoxy]-butyric acid (210 mg, 96%) as a light brown waxy solid: ES(+)-HRMS m/e calcd for C33H40O7 (M+Na)+ 571.2666. found 571.2665. Reactants: ClCCl, O=S(=O)(OS(=O)(=O)C(F)(F)F)C(F)(F)F, O=c1c2ccccc2[nH]c2cc(O)cc(O)c12, Cc1cccc(C)n1. The product is O=c1c2ccccc2[nH]c2cc(OS(=O)(=O)C(F)(F)F)cc(O)c12. Reaction SMILES: [Cl:41][CH2:42][Cl:43].[F:1][C:2]([F:3])([F:4])[S:5](=[O:6])(=[O:7])[O:8][S:9]([C:10]([F:11])([F:12])[F:13])(=[O:14])=[O:15].[OH:16][c:17]1[cH:18][c:19]([OH:32])[cH:20][c:21]2[nH:22][c:23]3[cH:24][cH:25][cH:26][cH:27][c:28]3[c:29](=[O:31])[c:30]12.[n:33]1[c:34]([CH3:35])[cH:36][cH:37][cH:38][c:39]1[CH3:40]>>[F:1][C:2]([F:3])([F:4])[S:5](=[O:6])(=[O:7])[O:8][c:19]1[cH:18][c:17]([OH:16])[c:30]2[c:21]([cH:20]1)[nH:22][c:23]1[cH:24][cH:25][cH:26][cH:27][c:28]1[c:29]2=[O:31].